Dataset: the Open Reaction Database (ORD), a public repository of structured organic reaction records. Task: describe an organic reaction: reactants, conditions, products, and yield Reactants: CCO, Cl, [H][H], CCOC(=O)c1ccc(CN=[N+]=[N-])cc1O. The product is Cl, CCOC(=O)c1ccc(CN)cc1O. As a reaction SMILES: [CH3:20][CH2:21][OH:22].[ClH:17].[H:18][H:19].[N:1](=[N+:2]=[N-:3])[CH2:4][c:5]1[cH:6][c:7]([OH:16])[c:8]([C:9](=[O:10])[O:11][CH2:12][CH3:13])[cH:14][cH:15]1>>[ClH:17].[NH2:1][CH2:4][c:5]1[cH:6][c:7]([OH:16])[c:8]([C:9](=[O:10])[O:11][CH2:12][CH3:13])[cH:14][cH:15]1. Starting materials: NC=1N=C(C2=C(N1)N(C=C2)[C@H]2[C@@H]([C@H](O)[C@H](O2)CO)F)Cl (2-Amino-7-(2-deoxy-2-fluoro-β-D-ribofuranosyl)-4-chloro-7H-pyrrolo[2,3-d]-pyrimidine), [OH-].[Na+] (NaOH), Cl (HCl). The product is NC=1NC(C2=C(N1)N(C=C2)[C@H]2[C@@H]([C@H](O)[C@H](O2)CO)F)=O (2-Amino-7-(2-deoxy-2-fluoro-β-D-ribofuranosyl)-7H-pyrrolo[2,3-d]pyrimidin-4(3H)-one). Reaction SMILES: [NH2:1][C:2]1[N:3]=[C:4](Cl)[C:5]2[CH:10]=[CH:9][N:8]([C@@H:11]3[O:16][C@H:15]([CH2:17][OH:18])[C@@H:13]([OH:14])[C@H:12]3[F:19])[C:6]=2[N:7]=1.Cl.[OH-:22].[Na+]>>[NH2:1][C:2]1[NH:3][C:4](=[O:22])[C:5]2[CH:10]=[CH:9][N:8]([C@@H:11]3[O:16][C@H:15]([CH2:17][OH:18])[C@@H:13]([OH:14])[C@H:12]3[F:19])[C:6]=2[N:7]=1 |f:2.3|. Reported procedure: A mixture of the compound from Step I (4 mg, 0.08 mmol) in 2N aqueous NaOH (1.2 mL) was stirred at reflux temperature for 1.5 h. The solution was cooled in an ice-bath, neutralized with 2 N aqueous HCl and evaporated to dryness. The residue was suspended in MeOH, mixed with silica gel and evaporated. The solid residue was placed onto a silica gel column (packed in a solvent system of CH2Cl2/MeOH: 10/1) which was eluted with a solvent system of CH2Cl2/MeOH: 10/1. The fractions containing the prod... Reaction SMILES: [S:1](=[C:4]([C:8]1[CH:13]=[N:12][CH:11]=[CH:10][N:9]=1)[CH2:5][CH2:6][CH3:7])(=[O:3])=[O:2].[CH3:14]I>>[CH3:14][N:12]1[CH:11]=[CH:10][N:9]=[C:8]([C:4](=[S:1](=[O:3])=[O:2])[CH2:5][CH2:6][CH3:7])[CH2:13]1. Procedure: 3.6 g of 2-(1-sulfonylbutyl)pyrazine (1100) was added to a solution of 10 ml methyl iodide/25 ml methanol and the mixture refluxed for 4 days. It was then concentrated and purified by gel permeation chromatography (Biogel P-2/water). Freeze-drying gave 3.2 g of product (1200) which was recrystallized from propanol/water, m.p. 293°-5° (dec). UV H2O max: 206 (3.87), 283 (3.90). 1H NMR: 9.41, D, T (H6); 9.11, S (H2); 8.94, D (H5); 4.63-4.58, M (CHSO3-); 4.52, S (NCH3); 2.31, M (CH2CHSO3-); 1.27, M ... Starting materials: S(=O)(=O)=C(CCC)C1=NC=CN=C1 (2-(1-sulfonylbutyl)pyrazine), CI (methyl iodide). Yields the product CN1CC(=NC=C1)C(CCC)=S(=O)=O (1-Methyl-3 -(1-sulfonylbutyl)pyrazine). Starting materials: [OH-].[K+] (potassium hydroxide), ClC1=CC=C(CBr)C=C1 (4-chlorobenzyl bromide), N1(N=CN=C1)CC(C(C(C)C)(C)C)=O (1-(1,2,4-triazol-1-yl)-3,3,4-trimethylpentan-2-one). Solvent: O (water), O (water), CS(=O)C (dimethylsulphoxide), CS(=O)C (dimethylsulphoxide). Run at temperature 100 celsius, time 15 hour. The product is CC(C)C(C(C(CC1=CC=C(C=C1)Cl)N1N=CN=C1)=O)(C)C (2,3,3-trimethyl-5-(1,2,4-triazol-1-yl)-6-(4-chlorophenyl)-hexan-4-one). Isolated yield 67.6%. As a reaction SMILES: [N:1]1([CH2:6][C:7](=[O:14])[C:8]([CH3:13])([CH3:12])[CH:9]([CH3:11])[CH3:10])[CH:5]=[N:4][CH:3]=[N:2]1.[OH-].[K+].[Cl:17][C:18]1[CH:25]=[CH:24][C:21]([CH2:22]Br)=[CH:20][CH:19]=1>CS(C)=O.O>[CH3:11][CH:9]([C:8]([CH3:12])([CH3:13])[C:7](=[O:14])[CH:6]([N:1]1[CH:5]=[N:4][CH:3]=[N:2]1)[CH2:22][C:21]1[CH:24]=[CH:25][C:18]([Cl:17])=[CH:19][CH:20]=1)[CH3:10] |f:1.2|. Procedure: 15.6 g (0.08 mol) of 1-(1,2,4-triazol-1-yl)-3,3,4-trimethylpentan-2-one are dissolved in 100 ml of dimethylsulphoxide, and 4.5 g (0.08 mol) of potassium hydroxide, dissolved in 10 ml of water, are added, while cooling. 16.4 g (0.08 mol) of 4-chlorobenzyl bromide, dissolved in 50 ml of dimethylsulphoxide, are added dropwise to the mixture at a rate such that the temperature does not exceed 40° C. Thereafter, the mixture is slowly warmed to 100° C. and stirred for a further 15 hours at this temper...